From a dataset of the Open Reaction Database (ORD), a public repository of structured organic reaction records. describe an organic reaction: reactants, conditions, products, and yield Starting materials: CC(=O)O, [Cl-], Cl, O=N[O-], Cc1cc(Br)c(N)c(C(=O)O)c1, [Na+], O. The product is Cc1cc(Br)c(Cl)c(C(=O)O)c1. Reaction SMILES: [CH3:19][C:20](=[O:21])[OH:22].[Cl-:18].[ClH:17].[N:1]([O-:2])=[O:3].[NH2:5][c:6]1[c:7]([C:8](=[O:9])[OH:10])[cH:11][c:12]([CH3:16])[cH:13][c:14]1[Br:15].[Na+:4].[OH2:23]>>[c:6]1([Cl:17])[c:7]([C:8](=[O:9])[OH:10])[cH:11][c:12]([CH3:16])[cH:13][c:14]1[Br:15]. Starting materials: CCOC(=O)c1cc(NCc2ccccc2)c(Nc2ccccc2)c(S(=O)(=O)Nc2ccccc2)c1, [Na+], [OH-]. Yields the product O=C(O)c1cc(NCc2ccccc2)c(Nc2ccccc2)c(S(=O)(=O)Nc2ccccc2)c1. Reaction SMILES: [CH2:1]([CH3:2])[O:3][C:4]([c:5]1[cH:6][c:7]([NH:28][CH2:29][c:30]2[cH:31][cH:32][cH:33][cH:34][cH:35]2)[c:8]([NH:21][c:22]2[cH:23][cH:24][cH:25][cH:26][cH:27]2)[c:9]([S:11]([NH:12][c:13]2[cH:14][cH:15][cH:16][cH:17][cH:18]2)(=[O:19])=[O:20])[cH:10]1)=[O:36].[Na+:38].[OH-:37]>>[O:3]=[C:4]([c:5]1[cH:6][c:7]([NH:28][CH2:29][c:30]2[cH:31][cH:32][cH:33][cH:34][cH:35]2)[c:8]([NH:21][c:22]2[cH:23][cH:24][cH:25][cH:26][cH:27]2)[c:9]([S:11]([NH:12][c:13]2[cH:14][cH:15][cH:16][cH:17][cH:18]2)(=[O:19])=[O:20])[cH:10]1)[OH:36].